Dataset: the Open Reaction Database (ORD), a public repository of structured organic reaction records. Task: describe an organic reaction: reactants, conditions, products, and yield Reactants: O=C(CCCl)C=1C=C2CCC(NC2=CC1)=O (6-(1-oxo-3-chloropropyl)-3,4-dihydrocarbostyril), CC1=C(C=CC=C1C)N1CCNCC1 (4-(2,3-dimethylphenyl)-piperazine), ether-hexane. Run in C=1(C(=CC=CC1)C)C (xylene). The product is Cl.O=C(CCN1CCN(CC1)C1=C(C(=CC=C1)C)C)C=1C=C2CCC(NC2=CC1)=O (6-{1-oxo-3-[4-(2,3-dimethylphenyl)-1-piperazinyl]propyl}-3,4-dihydrocarbostyril monohydrochloride). As a reaction SMILES: [O:1]=[C:2]([C:6]1[CH:7]=[C:8]2[C:13](=[CH:14][CH:15]=1)[NH:12][C:11](=[O:16])[CH2:10][CH2:9]2)[CH2:3][CH2:4][Cl:5].[CH3:17][C:18]1[C:23]([CH3:24])=[CH:22][CH:21]=[CH:20][C:19]=1[N:25]1[CH2:30][CH2:29][NH:28][CH2:27][CH2:26]1>C1(C)C(C)=CC=CC=1>[ClH:5].[O:1]=[C:2]([C:6]1[CH:7]=[C:8]2[C:13](=[CH:14][CH:15]=1)[NH:12][C:11](=[O:16])[CH2:10][CH2:9]2)[CH2:3][CH2:4][N:28]1[CH2:29][CH2:30][N:25]([C:19]2[CH:20]=[CH:21][CH:22]=[C:23]([CH3:24])[C:18]=2[CH3:17])[CH2:26][CH2:27]1 |f:3.4|. Procedure: 2.4 Grams of 6-(1-oxo-3-chloropropyl)-3,4-dihydrocarbostyril and 4.5 g of 4-(2,3-dimethylphenyl)-piperazine were mixed with 80 ml of xylene and the mixture was refluxed by heating for 24 hours. Then the reaction mixture was concentrated under a reduced pressure to dryness. Thus obtained solid matter was dissolved in 100 ml of chloroform, the chloroform layer was washed with 5%-sodium hydrogencarbonate aqueous solution twice and washed with water twice then dried with anhydrous sodium sulfate, an... Reactants: CC(=O)C1CC1, COC(=O)c1ccc(Cl)c(C)c1SC, Cl, [H-], [Na+], C1CCOC1. The product is CSc1c(C(=O)CC(=O)C2CC2)ccc(Cl)c1C. Reaction SMILES: [CH3:15][C:16](=[O:17])[CH:18]1[CH2:19][CH2:20]1.[Cl:1][c:2]1[c:3]([CH3:14])[c:4]([S:12][CH3:13])[c:5]([C:6]([O:8][CH3:7])=[O:9])[cH:10][cH:11]1.[ClH:23].[H-:21].[Na+:22].[O:24]1[CH2:25][CH2:26][CH2:27][CH2:28]1>>[Cl:1][c:2]1[c:3]([CH3:14])[c:4]([S:12][CH3:13])[c:5]([C:6](=[O:8])[CH2:15][C:16](=[O:17])[CH:18]2[CH2:19][CH2:20]2)[cH:10][cH:11]1. Starting materials: O=C([O-])[O-], CCCCO, ClC(Cl)Cl, COc1cc(C(C)=O)ccc1OCCCCl, N#CC(c1ccc(F)cc1)(c1ccc(F)cc1)C1CCNC1, [I-], [K+], [K+], [K+]. Product: COc1cc(C(C)=O)ccc1OCCCN1CCC(C(C#N)(c2ccc(F)cc2)c2ccc(F)cc2)C1. As a reaction SMILES: [C:39](=[O:40])([O-:41])[O-:42].[CH2:47]([OH:48])[CH2:49][CH2:50][CH3:51].[CH:52]([Cl:53])([Cl:54])[Cl:55].[Cl:23][CH2:24][CH2:25][CH2:26][O:27][c:28]1[c:29]([O:37][CH3:38])[cH:30][c:31]([C:34]([CH3:35])=[O:36])[cH:32][cH:33]1.[F:1][c:2]1[cH:3][cH:4][c:5]([C:8]([C:9]#[N:10])([CH:11]2[CH2:12][NH:13][CH2:14][CH2:15]2)[c:16]2[cH:17][cH:18][c:19]([F:22])[cH:20][cH:21]2)[cH:6][cH:7]1.[I-:46].[K+:43].[K+:44].[K+:45]>>[F:1][c:2]1[cH:3][cH:4][c:5]([C:8]([C:9]#[N:10])([CH:11]2[CH2:12][N:13]([CH2:24][CH2:25][CH2:26][O:27][c:28]3[c:29]([O:37][CH3:38])[cH:30][c:31]([C:34]([CH3:35])=[O:36])[cH:32][cH:33]3)[CH2:14][CH2:15]2)[c:16]2[cH:17][cH:18][c:19]([F:22])[cH:20][cH:21]2)[cH:6][cH:7]1. Starting materials: C1(=CC=CC=C1)C(C(=O)Cl)C1=CC=CC=C1 (diphenylacetyl chloride), C(C=C)N (allylamine). The product is C(C=C)NC(C(C1=CC=CC=C1)C1=CC=CC=C1)=O (N-Allyl-2,2-diphenyl-acetamide). As a reaction SMILES: [C:1]1([CH:7]([C:11]2[CH:16]=[CH:15][CH:14]=[CH:13][CH:12]=2)[C:8](Cl)=[O:9])[CH:6]=[CH:5][CH:4]=[CH:3][CH:2]=1.[CH2:17]([NH2:20])[CH:18]=[CH2:19]>>[CH2:17]([NH:20][C:8](=[O:9])[CH:7]([C:11]1[CH:16]=[CH:15][CH:14]=[CH:13][CH:12]=1)[C:1]1[CH:6]=[CH:5][CH:4]=[CH:3][CH:2]=1)[CH:18]=[CH2:19]. Reported procedure: The title compound, white solid, m.p. 186° C. and MS: m/e=251 (M+) was prepared in accordance with the general method of example 1 from diphenylacetyl chloride and allylamine. Reactants: CS(C)=O, N#Cc1cc(-n2nc(C(F)(F)F)cc2CBr)ccc1F, O. Yields the product N#Cc1cc(-n2nc(C(F)(F)F)cc2CO)ccc1F. RXN SMILES: [CH3:22][S:23]([CH3:24])=[O:25].[F:1][c:2]1[c:3]([C:19]#[N:20])[cH:4][c:5](-[n:8]2[n:9][c:10]([C:15]([F:16])([F:17])[F:18])[cH:11][c:12]2[CH2:13][Br:14])[cH:6][cH:7]1.[OH2:21]>>[F:1][c:2]1[c:3]([C:19]#[N:20])[cH:4][c:5](-[n:8]2[n:9][c:10]([C:15]([F:16])([F:17])[F:18])[cH:11][c:12]2[CH2:13][OH:21])[cH:6][cH:7]1. The reactants are CCCCCCC[n+]1c(C)sc2ccccc21, CN(C)c1ccc(C=O)c2ccccc12, CC(=O)OC(C)=O, [I-]. Product: CCCCCCC[n+]1c(C=Cc2ccc(N(C)C)c3ccccc23)sc2ccccc21, [I-]. RXN SMILES: [CH2:2]([CH2:3][CH2:4][CH2:5][CH2:6][CH2:7][CH3:8])[n+:9]1[c:10]([CH3:18])[s:11][c:12]2[c:13]1[cH:14][cH:15][cH:16][cH:17]2.[CH3:19][N:20]([c:21]1[cH:22][cH:23][c:24]([CH:31]=[O:32])[c:25]2[cH:26][cH:27][cH:28][cH:29][c:30]12)[CH3:33].[CH3:34][C:35]([O:36][C:37](=[O:38])[CH3:39])=[O:40].[I-:1]>>[CH2:2]([CH2:3][CH2:4][CH2:5][CH2:6][CH2:7][CH3:8])[n+:9]1[c:10]([CH:18]=[CH:31][c:24]2[cH:23][cH:22][c:21]([N:20]([CH3:19])[CH3:33])[c:30]3[c:25]2[cH:26][cH:27][cH:28][cH:29]3)[s:11][c:12]2[c:13]1[cH:14][cH:15][cH:16][cH:17]2.[I-:1]. The reactants are Cl (hydrochloric acid), FC1=C(C(=CC=C1)F)C1CC(=NO1)C=1N=C(SC1)C1CCN(OC1)C(=O)OCC (ethyl 5-[4-[5-(2,6-difluorophenyl)-4,5-dihydro-3-isoxazolyl]-2-thiazolyl]tetrahydro-2H-1,2-oxazine-2-carboxylate), FC1=C(C(=CC=C1)F)C1CC(=NO1)C=1N=C(SC1)C1CCN(OC1)C(=O)OCC (ethyl 5-[4-[5-(2,6-difluorophenyl)-4,5-dihydro-3-isoxazolyl]-2-thiazolyl]tetrahydro-2H-1,2-oxazine-2-carboxylate), [OH-].[K+] (potassium hydroxide), [OH-].[Na+] (sodium hydroxide). Solvent: C(C)O (ethanol), O (water). The product is FC1=C(C(=CC=C1)F)C1CC(=NO1)C=1N=C(SC1)C1CCNOC1 (5-[4-[5-(2,6-difluorophenyl)-4,5-dihydro-3-isoxazolyl]-2-thiazolyl]tetrahydro-2H-1,2-oxazine). RXN SMILES: [F:1][C:2]1[CH:7]=[CH:6][CH:5]=[C:4]([F:8])[C:3]=1[CH:9]1[O:13][N:12]=[C:11]([C:14]2[N:15]=[C:16]([CH:19]3[CH2:24][O:23][N:22](C(OCC)=O)[CH2:21][CH2:20]3)[S:17][CH:18]=2)[CH2:10]1.[OH-].[K+].Cl.[OH-].[Na+]>C(O)C.O>[F:8][C:4]1[CH:5]=[CH:6][CH:7]=[C:2]([F:1])[C:3]=1[CH:9]1[O:13][N:12]=[C:11]([C:14]2[N:15]=[C:16]([CH:19]3[CH2:24][O:23][NH:22][CH2:21][CH2:20]3)[S:17][CH:18]=2)[CH2:10]1 |f:1.2,4.5|. Procedure details: A solution of ethyl 5-[4-[5-(2,6-difluorophenyl)-4,5-dihydro-3-isoxazolyl]-2-thiazolyl]tetrahydro-2H-1,2-oxazine-2-carboxylate (i.e. the product of Step J) (0.30 g, 0.71 mmol) and potassium hydroxide (0.20 g, 3.50 mmol) in ethanol (10 mL) and water (1 mL) was heated at reflux for 20 h, and then cooled to room temperature. The reaction mixture was acidified by the addition of concentrated hydrochloric acid, heated at 70° C. for about 20 minutes, cooled to room temperature, and then basified by th... The reactants are C=C1C[C@H]([C@@H](C1)C(=O)O)C1=CC=CC=C1 ((+−)-trans4-Methylene-2-phenylcyclopentanoic acid), [H-].[Al+3].[Li+].[H-].[H-].[H-] (lithium aluminum hydride). Run in C1CCOC1 (THF), C1CCOC1 (THF). Reaction conditions: time 16 hour. Product: OC[C@H]1[C@@H](CC(C1)=C)C1=CC=CC=C1 ((+−)-trans-1-Hydroxymethyl-4-methylene-2-phenylcyclopentane). Isolated yield 98.0%. Reaction SMILES: [CH2:1]=[C:2]1[CH2:6][C@@H:5]([C:7](O)=[O:8])[C@H:4]([C:10]2[CH:15]=[CH:14][CH:13]=[CH:12][CH:11]=2)[CH2:3]1.[H-].[Al+3].[Li+].[H-].[H-].[H-]>C1COCC1>[OH:8][CH2:7][C@@H:5]1[CH2:6][C:2](=[CH2:1])[CH2:3][C@H:4]1[C:10]1[CH:11]=[CH:12][CH:13]=[CH:14][CH:15]=1 |f:1.2.3.4.5.6|. Procedure: To a solution of (+−)-trans-4-methylene-2-phenylcyclopentanoic acid (26 g, 129 mmol) from Step A in THF (600 mL) under nitrogen at −10° C. was added dropwise over 15 min 1M lithium aluminum hydride (LAH) in THF (193 mL, 193 mmol). After 16 h at rt, the excess LAH was quenched by dropwise addition of acetone and the reaction was then poured into dilute aq. HCl. The mixture was extracted twice with ether and the organic layers were washed with brine, dried over sodium sulfate, combined and concent...